This data is from the Open Reaction Database (ORD), a public repository of structured organic reaction records. The task is: describe an organic reaction: reactants, conditions, products, and yield Reactants: CC(=O)OC(C)=O, CCOC(C)=O, Cl, [H][H], CC(O[N+](=O)[O-])c1cc([N+](=O)[O-])c(F)cc1Cl, O, O=[Pt]. Yields the product CC(=O)Nc1cc(C(C)O[N+](=O)[O-])c(Cl)cc1F. RXN SMILES: [CH3:18][C:19](=[O:20])[O:21][C:22](=[O:23])[CH3:24].[CH3:31][CH2:32][O:33][C:34](=[O:35])[CH3:36].[ClH:27].[H:25][H:26].[N+:1](=[O:2])([O:3][CH:4]([CH3:5])[c:6]1[c:7]([Cl:16])[cH:8][c:9]([F:15])[c:10]([N+:12]([O-:13])=[O:14])[cH:11]1)[O-:17].[OH2:30].[Pt:28]=[O:29]>>[N+:1](=[O:2])([O:3][CH:4]([CH3:5])[c:6]1[c:7]([Cl:16])[cH:8][c:9]([F:15])[c:10]([NH:12][C:19]([CH3:18])=[O:20])[cH:11]1)[O-:17]. Procedure: A solution of 1-(5-bromo-4-methylpyridin-2-yl)-2,2,2-trifluoroethane-1,1-diol (163.1 mg; 0.5702 mmol) in 2.0 mL toluene was added at room temperature to a solution of 4-methoxybenzylamine (118 μL; 0.858 mmol) and acetic acid (49 μL; 0.854 mmol) in 2.0 mL toluene. A scoop of oven-dried 3A molecular sieves was added, and the reaction mixture heated at 110° C. for 3 days. The mixture was poured into saturated aqueous sodium bicarbonate and extracted twice with dichloromethane. The combined organic ... Conditions: temperature 110 celsius. Isolated yield 74.4%. The reactants are BrC=1C(=CC(=NC1)C(C(F)(F)F)(O)O)C (1-(5-bromo-4-methylpyridin-2-yl)-2,2,2-trifluoroethane-1,1-diol), COC1=CC=C(CN)C=C1 (4-methoxybenzylamine), C(C)(=O)O (acetic acid). RXN SMILES: [Br:1][C:2]1[C:3]([CH3:15])=[CH:4][C:5]([C:8](O)(O)[C:9]([F:12])([F:11])[F:10])=[N:6][CH:7]=1.[CH3:16][O:17][C:18]1[CH:25]=[CH:24][C:21]([CH2:22][NH2:23])=[CH:20][CH:19]=1.C(O)(=O)C>C1(C)C=CC=CC=1>[Br:1][C:2]1[C:3]([CH3:15])=[CH:4][C:5]([CH:8]([N:23]=[CH:22][C:21]2[CH:24]=[CH:25][C:18]([O:17][CH3:16])=[CH:19][CH:20]=2)[C:9]([F:12])([F:11])[F:10])=[N:6][CH:7]=1. Solvent: C1(=CC=CC=C1)C (toluene), C1(=CC=CC=C1)C (toluene). Product: BrC=1C(=CC(=NC1)C(C(F)(F)F)N=CC1=CC=C(C=C1)OC)C (1-(5-bromo-4-methylpyridin-2-yl)-2,2,2-trifluoro-N-(4-methoxybenzylidene)ethanamine).